Dataset: the Open Reaction Database (ORD), a public repository of structured organic reaction records. Task: describe an organic reaction: reactants, conditions, products, and yield Starting materials: CCO, NNC(=O)c1ccc(Cl)cc1, C1CCOC1, O=Cc1ccnc2ccccc12. Yields the product O=C(NN=Cc1ccnc2ccccc12)c1ccc(Cl)cc1. Reaction SMILES: [CH3:24][CH2:25][OH:26].[Cl:13][c:14]1[cH:15][cH:16][c:17]([C:18](=[O:19])[NH:20][NH2:21])[cH:22][cH:23]1.[O:27]1[CH2:28][CH2:29][CH2:30][CH2:31]1.[n:1]1[cH:2][cH:3][c:4]([CH:11]=[O:12])[c:5]2[cH:6][cH:7][cH:8][cH:9][c:10]12>>[n:1]1[cH:2][cH:3][c:4]([CH:11]=[N:21][NH:20][C:18]([c:17]2[cH:16][cH:15][c:14]([Cl:13])[cH:23][cH:22]2)=[O:19])[c:5]2[cH:6][cH:7][cH:8][cH:9][c:10]12. Procedure details: In an analogous manner to Example 1503, the product was prepared from N-[(1R,2R)-2-(2,5-Dichloro-pyrimidin-4-ylamino)-cyclohexyl]-methanesulfonamide and 2-(7-Amino-8-methoxy-1,2,4,5-tetrahydro-3-benzazepin-3-yl)-1-morpholin-4-yl-ethanone. Product isolated as a pale yellow foam (78 mg, 71%). MS (ESI+): 622.5 (M+H), 1H-NMR (CDCl3, 400 MHz) δ 8.00 (s, 1H), 7.95 (s, 1H), 7.34 (s, 1H), 6.65 (s, 1H), 5.41 (d, J=7 Hz, 2H), 4.47 (t, J=8 Hz, 1H), 3.88 (s, 3H), 3.74 (t, J=5 Hz, 4H), 3.09 (s, 1H), 2.89 (br... Isolated yield 71.0%. Reaction SMILES: Cl[C:2]1[N:7]=[C:6]([NH:8][C@@H:9]2[CH2:14][CH2:13][CH2:12][CH2:11][C@H:10]2[NH:15][S:16]([CH3:19])(=[O:18])=[O:17])[C:5]([Cl:20])=[CH:4][N:3]=1.[NH2:21][C:22]1[C:41]([O:42][CH3:43])=[CH:40][C:25]2[CH2:26][CH2:27][N:28]([CH2:31][C:32]([N:34]3[CH2:39][CH2:38][O:37][CH2:36][CH2:35]3)=[O:33])[CH2:29][CH2:30][C:24]=2[CH:23]=1>>[Cl:20][C:5]1[C:6]([NH:8][C@@H:9]2[CH2:14][CH2:13][CH2:12][CH2:11][C@H:10]2[NH:15][S:16]([CH3:19])(=[O:18])=[O:17])=[N:7][C:2]([NH:21][C:22]2[C:41]([O:42][CH3:43])=[CH:40][C:25]3[CH2:26][CH2:27][N:28]([CH2:31][C:32]([N:34]4[CH2:39][CH2:38][O:37][CH2:36][CH2:35]4)=[O:33])[CH2:29][CH2:30][C:24]=3[CH:23]=2)=[N:3][CH:4]=1. Starting materials: ClC1=NC=C(C(=N1)N[C@H]1[C@@H](CCCC1)NS(=O)(=O)C)Cl (N-[(1R,2R)-2-(2,5-Dichloro-pyrimidin-4-ylamino)-cyclohexyl]-methanesulfonamide), NC1=CC2=C(CCN(CC2)CC(=O)N2CCOCC2)C=C1OC (2-(7-Amino-8-methoxy-1,2,4,5-tetrahydro-3-benzazepin-3-yl)-1-morpholin-4-yl-ethanone). Yields the product ClC=1C(=NC(=NC1)NC1=CC2=C(CCN(CC2)CC(=O)N2CCOCC2)C=C1OC)N[C@H]1[C@@H](CCCC1)NS(=O)(=O)C (N-((1R,2R)-2-{5-Chloro-2-[8-methoxy-3-(2-morpholin-4-yl-2-oxo-ethyl)-2,3,4,5-tetrahydro-1H-3-benzazepin-7-ylamino]-pyrimidin-4-ylamino}-cyclohexyl)-methanesulfonamide). Starting materials: 13.2, CC1=NC2=C(N1)C=CC=C2 (2-methyl-1H-benzimidazole), [Cl-] (chloride), [OH-].[Na+] (sodium hydroxide), BrCCCCl (1-bromo-3-chloropropane). Reaction conditions: temperature 40 celsius, time 30 minute. The product is ClCCCN1C(=NC2=C1C=CC=C2)C (1-(3-chloropropyl)-2-methyl-1H-benzimidazole). As a reaction SMILES: [CH3:1][C:2]1[NH:6][C:5]2[CH:7]=[CH:8][CH:9]=[CH:10][C:4]=2[N:3]=1.[Cl-].[OH-].[Na+].Br[CH2:15][CH2:16][CH2:17][Cl:18]>>[Cl:18][CH2:17][CH2:16][CH2:15][N:3]1[C:4]2[CH:10]=[CH:9][CH:8]=[CH:7][C:5]=2[N:6]=[C:2]1[CH3:1] |f:2.3|. Reported procedure: To a stirred mixture of 13.2 parts of 2-methyl-1H-benzimidazole, 2 parts of N,N,N-triethylbenzenemathanaminium chloride and 150 parts of a sodium hydroxide solution 60% are added 30 parts of 1-bromo-3-chloropropane. To start the reaction, the whole is heated to about 40° C., whereupon the temperature rises to 50° C. (exothermic reaction). Stirring at about 50° C. is continued for 30 minutes. The reaction mixture is poured onto water and the product is extracted with methylbenzene. The extract is... The reactants are C1CCOC1, CO, Cl, COC(=O)CN1C(=O)C(NC(=O)C(C)NC(=O)Cc2cc(F)cc(F)c2)C(c2ccccc2)Oc2ccccc21, [Li+], [OH-], O. The product is CC(NC(=O)Cc1cc(F)cc(F)c1)C(=O)NC1C(=O)N(CC(=O)O)c2ccccc2OC1c1ccccc1. RXN SMILES: [CH2:46]1[O:47][CH2:48][CH2:49][CH2:50]1.[CH3:43][OH:44].[ClH:45].[F:1][c:2]1[cH:3][c:4]([CH2:9][C:10](=[O:11])[NH:12][CH:13]([CH3:14])[C:15](=[O:16])[NH:17][CH:18]2[CH:19]([c:35]3[cH:36][cH:37][cH:38][cH:39][cH:40]3)[O:20][c:21]3[c:22]([cH:31][cH:32][cH:33][cH:34]3)[N:23]([CH2:26][C:27](=[O:28])[O:29][CH3:30])[C:24]2=[O:25])[cH:5][c:6]([F:8])[cH:7]1.[Li+:41].[OH-:42].[OH2:51]>>[F:1][c:2]1[cH:3][c:4]([CH2:9][C:10](=[O:11])[NH:12][CH:13]([CH3:14])[C:15](=[O:16])[NH:17][CH:18]2[CH:19]([c:35]3[cH:36][cH:37][cH:38][cH:39][cH:40]3)[O:20][c:21]3[c:22]([cH:31][cH:32][cH:33][cH:34]3)[N:23]([CH2:26][C:27](=[O:28])[OH:29])[C:24]2=[O:25])[cH:5][c:6]([F:8])[cH:7]1.